From a dataset of the Open Reaction Database (ORD), a public repository of structured organic reaction records. describe an organic reaction: reactants, conditions, products, and yield The reactants are S1C(=CC=C1)C(=O)O (2-Thiophenecarboxylic acid), ClCOCCl (chloromethyl ether), [Cl-].[Al+3].[Cl-].[Cl-] (aluminum chloride). Run in C(Cl)(Cl)Cl (chloroform). Yields the product ClCC1=CC=C(S1)C(=O)O (5-chloromethyl-2-thienylcarboxylic acid). RXN SMILES: [S:1]1[CH:5]=[CH:4][CH:3]=[C:2]1[C:6]([OH:8])=[O:7].[Cl:9][CH2:10]OCCl.[Cl-].[Al+3].[Cl-].[Cl-]>C(Cl)(Cl)Cl>[Cl:9][CH2:10][C:5]1[S:1][C:2]([C:6]([OH:8])=[O:7])=[CH:3][CH:4]=1 |f:2.3.4.5|. Procedure: 2-Thiophenecarboxylic acid is treated in a solution of chloroform with chloromethyl ether in the presence of 0.9 to 2.2 equivalents of aluminum chloride to give 5-chloromethyl-2-thienylcarboxylic acid. Treatment of the obtained acid with excess thionyl chloride at room temperature for about 16 hours yields the acid chloride with is reacted with diazomethane to give the corresponding diazoketone. A methanol solution of the diazoketone is irradiated under nitrogen for about one hour with a high pr... The reactants are Cl.N[C@H](CCCN)C(=O)O (D-ornithine hydrochloride), N(=O)[O-].[Na+] (sodium nitrite), [OH-].[K+] (potassium hydroxide), Br (hydrobromic acid), [OH-].[K+] (Potassium hydroxide), C(=O)(OCC)N1C(C=2C(C1=O)=CC=CC2)=O (N-carboethoxyphthalimide), Br (hydrobromic acid), [Br-].[K+] (potassium bromide). Reagents/catalysts: S(=O)(=O)([O-])[O-].[Cu+2] (copper (II) sulphate). Run in O (water), O (water). Run at time 2 hour. The product is Br[C@@H](C(=O)O)CCCN1C(C=2C(C1=O)=CC=CC2)=O ((R)-2-Bromo-5-phthalimidopentanoic acid). Yield: 47.0%. RXN SMILES: Cl.N[C@@H:3]([C:8]([OH:10])=[O:9])[CH2:4][CH2:5][CH2:6][NH2:7].[OH-].[K+].C(N1[C:22](=[O:23])[C:21]2=[CH:24][CH:25]=[CH:26][CH:27]=[C:20]2[C:19]1=[O:28])(OCC)=O.[BrH:29].[Br-].[K+].N([O-])=O.[Na+]>O.S([O-])([O-])(=O)=O.[Cu+2]>[Br:29][C@H:3]([CH2:4][CH2:5][CH2:6][N:7]1[C:22](=[O:23])[C:21]2=[CH:24][CH:25]=[CH:26][CH:27]=[C:20]2[C:19]1=[O:28])[C:8]([OH:10])=[O:9] |f:0.1,2.3,6.7,8.9,11.12|. Procedure: A solution of D-ornithine hydrochloride (35 g, 0.208 mol) in water (350 ml) was treated with copper (II) sulphate (16.6 g, 0.104 mol). 5M Potassium hydroxide (ca. 40 ml) was added to pH 3 then N-carboethoxyphthalimide (45.5 g, 0.208 mol) was added and the pH maintained at 9-10 by the addition of 5M potassium hydroxide (ca.55 ml). After 2 h, 48% hydrobromic acid was added to pH 0.4 (ca. 77 ml) and any resulting precipitate removed by filtration. The filtrate was cooled to <5° C., then treated wit... Reactants: CCOC(=O)C.CCCCCCC (EtOAc heptane), N(=[N+]=[N-])C(C(=O)OCC)=CC=1SC=C(C1)F (ethyl 2-azido-3-(4-fluorothiophen-2-yl)acrylate), N(=[N+]=[N-])C(C(=O)OCC)=CC=1SC(=CC1)F (ethyl 2-azido-3-(5-fluorothiophen-2-yl)acrylate), COC=1C=CC(=CC1)C=O (anisaldehyde), ( a ). Run in C1(=CC(=CC=C1)C)C (m-xylene). Reaction conditions: temperature 145 celsius. Yields the product FC1=CC=2NC(=CC2S1)C(=O)OCC (ethyl 2-fluoro-4H-thieno[3,2-b]pyrrole-5-carboxylate). The yield is 15.0%. As a reaction SMILES: N(C(=CC1SC=C(F)C=1)C(OCC)=O)=[N+]=[N-].[N:17]([C:20](=[CH:26][C:27]1[S:28][C:29]([F:32])=[CH:30][CH:31]=1)[C:21]([O:23][CH2:24][CH3:25])=[O:22])=[N+]=[N-].CCOC(C)=O.CCCCCCC.COC1C=CC(C=O)=CC=1>C1(C)C=CC=C(C)C=1>[F:32][C:29]1[S:28][C:27]2[CH:26]=[C:20]([C:21]([O:23][CH2:24][CH3:25])=[O:22])[NH:17][C:31]=2[CH:30]=1 |f:2.3|. Procedure details: A mixture of ethyl 2-azido-3-(4-fluorothiophen-2-yl)acrylate and ethyl 2-azido-3-(5-fluorothiophen-2-yl)acrylate (0.37 g) was dissolved in m-xylene (˜10 mL) and heated at 145° C. for 20 min in a capped 40-mL vial. The m-xylene was evaporated in vacuo and the resulting residue was chromatographed over silica gel (0 to 40% EtOAc in heptane over 30 min) to give two products: (a) 0.15 g of an impure pale oil with an Rf=0.25 (10:90 EtOAc/heptane), which stained a bright violet color when developed us... The reactants are CC(=O)O[BH-](OC(C)=O)OC(C)=O, CC(N)C(Cc1ccc(Cl)cc1)c1cccc(C#N)c1, CC(Cl)Cl, [Na+], CC(C)(O)C(=O)c1ccccc1. Product: CC(NC(c1ccccc1)C(C)(C)O)C(Cc1ccc(Cl)cc1)c1cccc(C#N)c1. RXN SMILES: [C:33]([O:34][BH-:35]([O:36][C:37](=[O:38])[CH3:39])[O:40][C:41](=[O:42])[CH3:43])(=[O:44])[CH3:45].[Cl:1][c:2]1[cH:3][cH:4][c:5]([CH2:8][CH:9]([CH:10]([CH3:11])[NH2:12])[c:13]2[cH:14][c:15]([C:19]#[N:20])[cH:16][cH:17][cH:18]2)[cH:6][cH:7]1.[Cl:47][CH:48]([Cl:49])[CH3:50].[Na+:46].[OH:21][C:22]([C:23](=[O:24])[c:25]1[cH:26][cH:27][cH:28][cH:29][cH:30]1)([CH3:31])[CH3:32]>>[Cl:1][c:2]1[cH:3][cH:4][c:5]([CH2:8][CH:9]([CH:10]([CH3:11])[NH:12][CH:23]([C:22]([OH:21])([CH3:31])[CH3:32])[c:25]2[cH:26][cH:27][cH:28][cH:29][cH:30]2)[c:13]2[cH:14][c:15]([C:19]#[N:20])[cH:16][cH:17][cH:18]2)[cH:6][cH:7]1. Reactants: [H-].[Na+] (Sodium hydride), N1=CC=C(C=C1)N(C(=O)OC(C)(C)C)C1=CC=C(C=C1)O (4-[N-(4-pyridyl)-N-tertiary-butyloxycarbonylamino]phenol), BrCCCCCC(=O)OCC (ethyl 6-bromohexanoate). Run in CN(C)C=O (DMF). Reaction conditions: time 5 minute. The product is N1=CC=C(C=C1)N(C(=O)OC(C)(C)C)C1=CC=C(OCCCCCC(=O)OCC)C=C1 (ethyl 6-[4-[N-(4-pyridyl)-N-tertiary-butyloxycarbonylamino]phenoxy]hexanoate). Reaction SMILES: [H-].[Na+].[N:3]1[CH:8]=[CH:7][C:6]([N:9]([C:17]2[CH:22]=[CH:21][C:20]([OH:23])=[CH:19][CH:18]=2)[C:10]([O:12][C:13]([CH3:16])([CH3:15])[CH3:14])=[O:11])=[CH:5][CH:4]=1.Br[CH2:25][CH2:26][CH2:27][CH2:28][CH2:29][C:30]([O:32][CH2:33][CH3:34])=[O:31]>CN(C=O)C>[N:3]1[CH:8]=[CH:7][C:6]([N:9]([C:17]2[CH:18]=[CH:19][C:20]([O:23][CH2:25][CH2:26][CH2:27][CH2:28][CH2:29][C:30]([O:32][CH2:33][CH3:34])=[O:31])=[CH:21][CH:22]=2)[C:10]([O:12][C:13]([CH3:16])([CH3:15])[CH3:14])=[O:11])=[CH:5][CH:4]=1 |f:0.1|. Reported procedure: Sodium hydride (50% w/w dispersion in mineral oil, 55 mg) was added under argon to a stirred solution of the product from step (iii) above (300 mg) in dry DMF (5 ml). After five minutes, ethyl 6-bromohexanoate (0.20 ml) was added and the mixture stirred for 16 hours. The DMF was evaporated in vacuo and the residue partitioned between dichloromethane and water. The aqueous phase was extracted with further dichloromethane. The combined organic extracts were washed with water then dried, and evapor... Reactants: C(C1=CC=CC=C1)OC=1C=CC=2C3=C(C(=NC2C1)N)N=C(N3NC(C)C)COCC (7-benzyloxy-2-ethoxymethyl-N1-isopropyl-1H-imidazo[4,5-c]quinoline-1,4-diamine). The reagents and catalysts are [Pd] (palladium on carbon). Solvent: C1(=CC=CC=C1)C (toluene), CO (methanol). Reaction conditions: time 16 hour. Yields the product NC1=NC=2C=C(C=CC2C2=C1N=C(N2NC(C)C)COCC)O (4-amino-2-ethoxymethyl-1-isopropylamino-1H-imidazo[4,5-c]quinolin-7-ol). Isolated yield 38.5%. Reaction SMILES: C([O:8][C:9]1[CH:10]=[CH:11][C:12]2[C:13]3[N:22]([NH:23][CH:24]([CH3:26])[CH3:25])[C:21]([CH2:27][O:28][CH2:29][CH3:30])=[N:20][C:14]=3[C:15]([NH2:19])=[N:16][C:17]=2[CH:18]=1)C1C=CC=CC=1>C1(C)C=CC=CC=1.CO.[Pd]>[NH2:19][C:15]1[C:14]2[N:20]=[C:21]([CH2:27][O:28][CH2:29][CH3:30])[N:22]([NH:23][CH:24]([CH3:26])[CH3:25])[C:13]=2[C:12]2[CH:11]=[CH:10][C:9]([OH:8])=[CH:18][C:17]=2[N:16]=1. Procedure details: A solution of 7-benzyloxy-2-ethoxymethyl-N1-isopropyl-1H-imidazo[4,5-c]quinoline-1,4-diamine (1.67 g, 4.12 mmol) in 25 mL of toluene and 25 mL of methanol was treated with palladium on carbon (0.44 g, 0.42 mmol, 10% w/w). The mixture was shaken under an atmosphere of hydrogen (3.8×105 Pa). After 16 h, the reaction was filtered through a pad of CELITE filter agent and rinsed with solvent until the filtrate ran clear. The filtrate was concentrated under reduced pressure to provide a white solid. P... Starting materials: CCOC(=O)c1ccc2cc(-c3cc(Br)c4c(c3)OCO4)ccc2c1, CC(C)C[AlH]CC(C)C, Cc1ccccc1. Product: OCc1ccc2cc(-c3cc(Br)c4c(c3)OCO4)ccc2c1. RXN SMILES: [Br:1][c:2]1[cH:3][c:4](-[c:11]2[cH:12][c:13]3[cH:14][cH:15][c:16]([C:21](=[O:22])[O:23][CH2:24][CH3:25])[cH:17][c:18]3[cH:19][cH:20]2)[cH:5][c:6]2[c:7]1[O:8][CH2:9][O:10]2.[CH3:26][CH:27]([CH2:28][AlH:29][CH2:30][CH:31]([CH3:32])[CH3:33])[CH3:34].[CH3:35][c:36]1[cH:37][cH:38][cH:39][cH:40][cH:41]1>>[Br:1][c:2]1[cH:3][c:4](-[c:11]2[cH:12][c:13]3[cH:14][cH:15][c:16]([CH2:21][OH:22])[cH:17][c:18]3[cH:19][cH:20]2)[cH:5][c:6]2[c:7]1[O:8][CH2:9][O:10]2. Starting materials: Cl(=O)(=O)(=O)[O-].C1(=CC=CC=C1)C1=[O+]C(=CC(=C1)C1=CC=CC=C1)C (2,4-diphenyl-6-methylpyrylium perchlorate), C1(=CC=CC=C1)C=1OC(=CC(C1)=O)C1=CC=CC=C1 (2,6-diphenyl-4-pyrone), C(C)(=O)OC(C)=O (acetic anhydride). Yields the product Cl(=O)(=O)(=O)[O-].C1(=CC=CC=C1)C1=[O+]C(=CC(=C1)C1=CC=CC=C1)C=C1C=C(OC(=C1)C1=CC=CC=C1)C1=CC=CC=C1 (2,4-Diphenyl-6-(2,6-diphenyl-4H-pyran-4-ylidenemethyl)pyrylium perchlorate). As a reaction SMILES: [Cl:1]([O-:5])(=[O:4])(=[O:3])=[O:2].[C:6]1([C:12]2[CH:17]=[C:16]([C:18]3[CH:23]=[CH:22][CH:21]=[CH:20][CH:19]=3)[CH:15]=[C:14]([CH3:24])[O+:13]=2)[CH:11]=[CH:10][CH:9]=[CH:8][CH:7]=1.[C:25]1([C:31]2[O:32][C:33]([C:38]3[CH:43]=[CH:42][CH:41]=[CH:40][CH:39]=3)=[CH:34][C:35](=O)[CH:36]=2)[CH:30]=[CH:29][CH:28]=[CH:27][CH:26]=1.C(OC(=O)C)(=O)C>>[Cl:1]([O-:5])(=[O:4])(=[O:3])=[O:2].[C:6]1([C:12]2[CH:17]=[C:16]([C:18]3[CH:23]=[CH:22][CH:21]=[CH:20][CH:19]=3)[CH:15]=[C:14]([CH:24]=[C:35]3[CH:36]=[C:31]([C:25]4[CH:30]=[CH:29][CH:28]=[CH:27][CH:26]=4)[O:32][C:33]([C:38]4[CH:43]=[CH:42][CH:41]=[CH:40][CH:39]=4)=[CH:34]3)[O+:13]=2)[CH:11]=[CH:10][CH:9]=[CH:8][CH:7]=1 |f:0.1,4.5|. Procedure details: A mixture of 3.5 g. of 2,4-diphenyl-6-methylpyrylium perchlorate, 2.5 g. of 2,6-diphenyl-4-pyrone and 40 ml. of acetic anhydride is refluxed for 15 minutes, cooled, and the solid is collected, washed with ether, and recrystallized from acetic anhydride. A product having a m.p. of 258° C. is obtained. The theoretical values for C35H25ClO6 and the actual values are as follows: The reactants are C(CC(O)(C(=O)O)CC(=O)O)(=O)O (citric acid), C(C)(C)(C)OC(=O)NC1=C(C=CC=C1)NC(=O)C1=CC2=C(S1)C=CC(=C2)OC(C2=CC=CC=C2)=O (Benzoic acid 2-(2-tert-butoxycarbonylamino-phenylcarbamoyl)-benzo[b]thiophen-5-yl ester), solution, C[O-].[Na+] (NaOMe). Run in CO (methanol), CO (methanol). Yields the product C(C)(C)(C)OC(NC1=C(C=CC=C1)NC(=O)C1=CC2=C(S1)C=CC(=C2)O)=O ({2-[(5-Hydroxy-benzo[b]thiophene-2-carbonyl)-amino]-phenyl}-carbamic acid tert-butyl ester). Reaction SMILES: [C:1]([O:5][C:6]([NH:8][C:9]1[CH:14]=[CH:13][CH:12]=[CH:11][C:10]=1[NH:15][C:16]([C:18]1[S:22][C:21]2[CH:23]=[CH:24][C:25]([O:27]C(=O)C3C=CC=CC=3)=[CH:26][C:20]=2[CH:19]=1)=[O:17])=[O:7])([CH3:4])([CH3:3])[CH3:2].C[O-].[Na+].C(O)(=O)CC(CC(O)=O)(C(O)=O)O>CO>[C:1]([O:5][C:6](=[O:7])[NH:8][C:9]1[CH:14]=[CH:13][CH:12]=[CH:11][C:10]=1[NH:15][C:16]([C:18]1[S:22][C:21]2[CH:23]=[CH:24][C:25]([OH:27])=[CH:26][C:20]=2[CH:19]=1)=[O:17])([CH3:4])([CH3:2])[CH3:3] |f:1.2|. Reported procedure: To a suspension of 732 mg (1.5 mmol) benzoic acid 2-(2-tert-butoxycarbonylamino-phenylcarbamoyl)-benzo[b]thiophen-5-yl ester (3) in 30 ml methanol was added 1.0 ml of a 5.4M solution of NaOMe in methanol. After 3 h at room temperature the reaction solution was poured on 5% aqueous citric acid. Extraction with ethyl acetate, washing of the organic phase with brine. The organic phase was dried over sodium sulfate, the solvent was evaporated and the residue subjected to silica gel chromatography (p... Starting materials: CN(CCOC([C@H](CCC(=O)OCC1=CC=CC=C1)NC(=O)OC(C)(C)C)=O)C ((S)-2-tert-butoxycarbonylamino-pentanedioic acid 5-benzyl ester 1-(2-dimethylamino-ethyl)ester). The reagents and catalysts are [C].[Pd] (palladium-carbon). Solvent: C(C)O (ethanol). Conditions: time 8 hour. Yields the product CN(CCOC([C@H](CCC(=O)O)NC(=O)OC(C)(C)C)=O)C ((S)-2-tert-butoxycarbonylamino-pentanedioic acid 1-(2-dimethylamino-ethyl)ester). Isolated yield 134.6%. Reaction SMILES: [CH3:1][N:2]([CH3:29])[CH2:3][CH2:4][O:5][C:6](=[O:28])[C@@H:7]([NH:20][C:21]([O:23][C:24]([CH3:27])([CH3:26])[CH3:25])=[O:22])[CH2:8][CH2:9][C:10]([O:12]CC1C=CC=CC=1)=[O:11]>[C].[Pd].C(O)C>[CH3:29][N:2]([CH3:1])[CH2:3][CH2:4][O:5][C:6](=[O:28])[C@@H:7]([NH:20][C:21]([O:23][C:24]([CH3:25])([CH3:26])[CH3:27])=[O:22])[CH2:8][CH2:9][C:10]([OH:12])=[O:11] |f:1.2|. Reported procedure: To a mixture of (S)-2-tert-butoxycarbonylamino-pentanedioic acid 5-benzyl ester 1-(2-dimethylamino-ethyl)ester (370 mg, 0.70 mmol; 77% purity) described in Manufacturing Example 3-1 and ethanol (4 mL) was added palladium-carbon (40 mg, 0.19 mmol; 50% water content) at room temperature, which was stirred overnight at room temperature under a hydrogen atmosphere (1 atm). The reaction mixture was replaced with nitrogen and filtered through a Celite pad. The solvent was evaporated under a reduced pr...